Task: describe an organic reaction: reactants, conditions, products, and yield. Dataset: the Open Reaction Database (ORD), a public repository of structured organic reaction records The reactants are C1=CC(=CC=C1S)C (thio-p-cresol), BrCC=C(CCC=C(C)C)C (1-bromo-3,7-dimethyl-octa- 2,6-diene). The product is C1(=CC=C(C=C1)SCC=C(CCC=C(C)C)C)C (3,7-dimethyl-octa-2,6-dienyl p-tolyl sulphide). As a reaction SMILES: [CH:1]1[C:6]([SH:7])=[CH:5][CH:4]=[C:3]([CH3:8])[CH:2]=1.Br[CH2:10][CH:11]=[C:12]([CH3:19])[CH2:13][CH2:14][CH:15]=[C:16]([CH3:18])[CH3:17]>>[C:3]1([CH3:8])[CH:4]=[CH:5][C:6]([S:7][CH2:10][CH:11]=[C:12]([CH3:19])[CH2:13][CH2:14][CH:15]=[C:16]([CH3:18])[CH3:17])=[CH:1][CH:2]=1. Procedure: thio-p-cresol is reacted with 1-bromo-3,7-dimethyl-octa- 2,6-diene to produce 3,7-dimethyl-octa-2,6-dienyl p-tolyl sulphide (boiling point = 116°-118°C/0.1 mmHg); Reactants: C1(=CC=CC=C1)CCCN (3-phenylpropylamine), COC1=C2CCC(C(C2=CC=C1)CC(=O)OCC)=O (ethyl 1,2,3,4-tetrahydro-5-methoxy-2-oxo-1-naphthylacetate), O (water). Solvent: C1(=CC=CC=C1)C (toluene). Conditions: time 10 hour. The product is C1(CCCCC1)CCCN1C(C[C@@H]2C3=C(CC[C@H]12)C(=CC=C3)OC)=O (rac-cis-3-(3-cyclohexyl-propyl)-1,3,3a,4,5,9b-hexahydro-6-methoxy-2H-benzo[e]indol-2-one). The yield is 60.1%. As a reaction SMILES: [CH3:1][O:2][C:3]1[CH:12]=[CH:11][CH:10]=[C:9]2[C:4]=1[CH2:5][CH2:6][C:7](=O)[CH:8]2[CH2:13][C:14]([O:16]CC)=O.[C:20]1([CH2:26][CH2:27][CH2:28][NH2:29])[CH:25]=[CH:24][CH:23]=[CH:22][CH:21]=1.O>C1(C)C=CC=CC=1>[CH:20]1([CH2:26][CH2:27][CH2:28][N:29]2[C@@H:7]3[C@@H:8]([C:9]4[CH:10]=[CH:11][CH:12]=[C:3]([O:2][CH3:1])[C:4]=4[CH2:5][CH2:6]3)[CH2:13][C:14]2=[O:16])[CH2:25][CH2:24][CH2:23][CH2:22][CH2:21]1. Procedure: 4.0 g (0.01525 mol) of ethyl 1,2,3,4-tetrahydro-5-methoxy-2-oxo-1-naphthylacetate were dissolved in 80 ml of toluene, 2.29 ml (0.016 mol) of 3-phenylpropylamine were added thereto and the mixture was boiled for 20 hours on a water separator. After concentration the residue was hydrogenated with 1.5 g of Raney-nickel in 150 ml of ethanol at 120° and 140 bar for 10 hours. The product was chromatographed over silica gel with cyclohexane/ethyl acetate 2:1. There were obtained 3.13 g (61%) of oily ra... Starting materials: ClC1=CC(=CC=2C3=C(NC12)CCN(C3)C)Cl (6,8-dichloro-2,3,4,5-tetrahydro-2-methyl-1H-pyrido[4,3-b]indole), FC(C1=NC=C(C=C1)C=C)(F)F (2-(trifluoromethyl)-5-vinylpyridine), [OH-].[K+] (KOH). Solvent: CN1CCCC1=O (NMP). Product: ClC1=CC(=CC=2C3=C(N(C12)CCC=1C=NC(=CC1)C(F)(F)F)CCN(C3)C)Cl (6,8-dichloro-5-(2-(6-(trifluoromethyl)pyridin-3-yl)ethyl)-2,3,4,5-tetrahydro-2-methyl-1H-pyrido[4,3-b]indole). RXN SMILES: [Cl:1][C:2]1[C:10]2[NH:9][C:8]3[CH2:11][CH2:12][N:13]([CH3:15])[CH2:14][C:7]=3[C:6]=2[CH:5]=[C:4]([Cl:16])[CH:3]=1.[F:17][C:18]([F:28])([F:27])[C:19]1[CH:24]=[CH:23][C:22]([CH:25]=[CH2:26])=[CH:21][N:20]=1.[OH-].[K+]>CN1C(=O)CCC1>[Cl:1][C:2]1[C:10]2[N:9]([CH2:26][CH2:25][C:22]3[CH:21]=[N:20][C:19]([C:18]([F:28])([F:17])[F:27])=[CH:24][CH:23]=3)[C:8]3[CH2:11][CH2:12][N:13]([CH3:15])[CH2:14][C:7]=3[C:6]=2[CH:5]=[C:4]([Cl:16])[CH:3]=1 |f:2.3|. Reported procedure: The title compound is prepared from a mixture of 6,8-dichloro-2,3,4,5-tetrahydro-2-methyl-1H-pyrido[4,3-b]indole, 2-(trifluoromethyl)-5-vinylpyridine and KOH (5-7 equiv) in NMP at a temperature ranging between 25 deg C. to 100 deg C. The product obtained is isolated by preparative HPLC. The reactants are NC1=C(C(=O)O)C=C(C=C1)C (2-amino-5-methyl benzoic acid), CO (methanol), S(O)(O)(=O)=O (sulfuric acid). Yields the product NC1=C(C(=O)OC)C=C(C=C1)C (Methyl 2-amino-5-methylbenzoate). The yield is 74.0%. As a reaction SMILES: [NH2:1][C:2]1[CH:10]=[CH:9][C:8]([CH3:11])=[CH:7][C:3]=1[C:4]([OH:6])=[O:5].S(=O)(=O)(O)O.[CH3:17]O>>[NH2:1][C:2]1[CH:10]=[CH:9][C:8]([CH3:11])=[CH:7][C:3]=1[C:4]([O:6][CH3:17])=[O:5]. Procedure details: A mixture of 2-amino-5-methyl benzoic acid (10 g) in methanol (50 ml) containing conc. sulfuric acid (5.5 ml) was heated for 19 hours under reflux. The solvent was distilled off, and the residue was dissolved in water. The solution was neutralized with an aqueous sodium hydroxide, followed by extraction with ethyl acetate. The organic layer was dried and concentrated to afford a pale brown oil (8.1 g, 74%).